This data is from the Open Reaction Database (ORD), a public repository of structured organic reaction records. The task is: describe an organic reaction: reactants, conditions, products, and yield The reactants are [N+](=O)([O-])[O-].[Na+] (sodium nitrate), C(CCC)N(S(=O)(=O)C)C1C2=C(S(C1)(=O)=O)C=CC=C2 (N-butyl-N-(1,1-dioxo-2,3-dihydro-1H-benzo[b]thiophen-3-yl)methanesulfonamide), ice water. The solvent is S(O)(O)(=O)=O (sulfuric acid). Run at time 20 hour. Product: C(CCC)N(S(=O)(=O)C)C1C2=C(S(C1)(=O)=O)C=C(C=C2)[N+](=O)[O-] (N-butyl-N-(6-nitro-1,1-dioxo-2,3-dihydro-1H-benzo[b]thiophen-3-yl)-methanesulfonamide). Yield: 86.2%. RXN SMILES: [CH2:1]([N:5]([CH:10]1[CH2:14][S:13](=[O:16])(=[O:15])[C:12]2[CH:17]=[CH:18][CH:19]=[CH:20][C:11]1=2)[S:6]([CH3:9])(=[O:8])=[O:7])[CH2:2][CH2:3][CH3:4].[N+:21]([O-])([O-:23])=[O:22].[Na+]>S(=O)(=O)(O)O>[CH2:1]([N:5]([CH:10]1[CH2:14][S:13](=[O:15])(=[O:16])[C:12]2[CH:17]=[C:18]([N+:21]([O-:23])=[O:22])[CH:19]=[CH:20][C:11]1=2)[S:6]([CH3:9])(=[O:7])=[O:8])[CH2:2][CH2:3][CH3:4] |f:1.2|. Procedure: At -10° C., 0.5 g (1.6 mmol) of N-butyl-N-(1,1-dioxo-2,3-dihydro-1H-benzo[b]thiophen-3-yl)methanesulfonamide (Example 5) was dissolved in 5 ml of concentrated sulfuric acid and admixed with 0.15 g (1.8 mmol) of sodium nitrate, and the mixture was stirred at RT for 20 h. The reaction mixture was poured into 50 ml of ice-water, stirred for 30 minutes, filtered off with suction, washed neutral with water and dried under reduced pressure. This procedure gave 0.5 g of N-butyl-N-(6-nitro-1,1-dioxo-2,3...